Dataset: the Open Reaction Database (ORD), a public repository of structured organic reaction records. Task: describe an organic reaction: reactants, conditions, products, and yield The reactants are ClC1=CC(=C(NC2CCN(CC2)C(=O)OCC)C=C1)C(C1=C(C=CC=C1)F)=O (4-[4-chloro-2-(2-fluoro-benzoyl)anilino]-1-ethoxycarbonylpiperidine), Cl.O (hydrochloric acid water). Solvent: mixture. Product: Cl.ClC1=CC(=C(NC2CCNCC2)C=C1)C(C1=C(C=CC=C1)F)=O (4-[4-chloro-2-(2-fluorobenzoyl)anilino]piperidine hydrochloride). Isolated yield 190.3%. RXN SMILES: [Cl:1][C:2]1[CH:19]=[CH:18][C:5]([NH:6][CH:7]2[CH2:12][CH2:11][N:10](C(OCC)=O)[CH2:9][CH2:8]2)=[C:4]([C:20](=[O:28])[C:21]2[CH:26]=[CH:25][CH:24]=[CH:23][C:22]=2[F:27])[CH:3]=1.Cl.O>>[ClH:1].[Cl:1][C:2]1[CH:19]=[CH:18][C:5]([NH:6][CH:7]2[CH2:12][CH2:11][NH:10][CH2:9][CH2:8]2)=[C:4]([C:20](=[O:28])[C:21]2[CH:26]=[CH:25][CH:24]=[CH:23][C:22]=2[F:27])[CH:3]=1 |f:1.2,3.4|. Procedure details: A mixture of said product (6.35 g) obtained in Step (a) and conc.hydrochloric acid-water (1:1) mixture (50 ml) is refluxed over a period of 20 hours. The reaction mixture is concentrated in vacuo to give 4-[4-chloro-2-(2-fluorobenzoyl)anilino]piperidine hydrochloride (5.51 g) as crystals melting at 225° to 228° C. Starting materials: COC1=C(CN2C(C=3C(=NC(=C(C3C2)F)N[C@@H]2[C@@H](CCCC2)NC(OC(C)(C)C)=O)C=2C=NN(C2)C)=O)C=CC(=C1)OC (tert-butyl (1R,2S)-2-(2-(2,4-dimethoxybenzyl)-7-fluoro-4-(1-methyl-1H-pyrazol-4-yl)-3-oxo-2,3-dihydro-1H-pyrrolo[3,4-c]pyridin-6-ylamino)cyclohexylcarbamate), C(=O)(C(F)(F)F)O (TFA). Conditions: temperature 65 celsius. Yields the product C(=O)(C(F)(F)F)O (TFA), N[C@H]1[C@H](CCCC1)NC1=C(C2=C(C(=N1)C=1C=NN(C1)C)C(NC2)=O)F (6-((1S,2R)-2-Aminocyclohexylamino)-7-fluoro-4-(1-methyl-1H-pyrazol-4-yl)-1H-pyrrolo[3,4-c]pyridin-3(2H)-one). Isolated yield 92.0%. Reaction SMILES: COC1C=C(OC)C=CC=1C[N:6]1[CH2:14][C:13]2[C:12]([F:15])=[C:11]([NH:16][C@H:17]3[CH2:22][CH2:21][CH2:20][CH2:19][C@H:18]3[NH:23]C(=O)OC(C)(C)C)[N:10]=[C:9]([C:31]3[CH:32]=[N:33][N:34]([CH3:36])[CH:35]=3)[C:8]=2[C:7]1=[O:37].[C:44]([OH:50])([C:46]([F:49])([F:48])[F:47])=[O:45]>>[C:44]([OH:50])([C:46]([F:49])([F:48])[F:47])=[O:45].[NH2:23][C@@H:18]1[CH2:19][CH2:20][CH2:21][CH2:22][C@@H:17]1[NH:16][C:11]1[N:10]=[C:9]([C:31]2[CH:32]=[N:33][N:34]([CH3:36])[CH:35]=2)[C:8]2[C:7](=[O:37])[NH:6][CH2:14][C:13]=2[C:12]=1[F:15]. Reported procedure: A mixture of tert-butyl (1R,2S)-2-(2-(2,4-dimethoxybenzyl)-7-fluoro-4-(1-methyl-1H-pyrazol-4-yl)-3-oxo-2,3-dihydro-1H-pyrrolo[3,4-c]pyridin-6-ylamino)cyclohexylcarbamate (41.5 mg, 0.070 mmol) and TFA (2 mL) was heated at 65° C. for 3 h. Following reaction, the solvent was removed in vacuo. The residue was diluted with DMSO and MeOH (1/1), passed through a microfiltration frit, and purified via preparative HPLC. The fractions were collected and dried in vacuo to give a TFA salt of the title compo... The reactants are C[Si](C)(C)I (trimethylsilyl iodide), ClC1=CC=C(C=C1)[C@H]1N2C(CCC[C@H]2CCC1)=O ((6S,9aR)-6-(4-chlorophenyl)-octahydroquinolizin-4-one), CN(CCN(C)C)C (N,N,N′,N′-tetramethylethylenediamine), II (iodine), S(=S)(=O)([O-])[O-].[Na+].[Na+] (sodium thiosulfate). The solvent is C(Cl)Cl (methylene chloride), C(C)(=O)OCC (ethyl acetate). Conditions: temperature 0 celsius, time 30 minute. Product: ClC1=CC=C(C=C1)[C@H]1N2C(C(CC[C@H]2CCC1)I)=O ((6S,9aR)-6-(4-chlorophenyl)-3-iodooctahydroquinolizin-4-one). Reaction SMILES: C[Si](I)(C)C.[Cl:6][C:7]1[CH:12]=[CH:11][C:10]([C@@H:13]2[CH2:22][CH2:21][CH2:20][C@H:19]3[N:14]2[C:15](=[O:23])[CH2:16][CH2:17][CH2:18]3)=[CH:9][CH:8]=1.CN(C)CCN(C)C.[I:32]I.S([O-])([O-])(=O)=S.[Na+].[Na+]>C(OCC)(=O)C.C(Cl)Cl>[Cl:6][C:7]1[CH:12]=[CH:11][C:10]([C@@H:13]2[CH2:22][CH2:21][CH2:20][C@H:19]3[N:14]2[C:15](=[O:23])[CH:16]([I:32])[CH2:17][CH2:18]3)=[CH:9][CH:8]=1 |f:4.5.6|. Reported procedure: In nitrogen atmosphere, trimethylsilyl iodide (0.74 mL) was added to a methylene chloride solution (25 mL) of (6S,9aR)-6-(4-chlorophenyl)-octahydroquinolizin-4-one (877 mg) and N,N,N′,N′-tetramethylethylenediamine (1.76 mL) at 0° C. The resulting reaction solution was stirred at 0° C. for 30 min, and then iodine (1.26 g) was added thereto at 0° C. The resulting reaction solution was stirred at 0° C. for 1 hr, and a sodium thiosulfate aqueous solution and ethyl acetate were added thereto. The org... The reactants are COC1=CC(=CC=C1)C (1-methoxy-3-methylbenzene), C(C)#N (acetonitrile), C1CC(=O)N(C1=O)Br (NBS). Run at temperature 10 celsius, time 1 hour. The product is BrC1=C(C=C(C=C1)OC)C (1-bromo-4-methoxy-2-methylbenzene). The yield is 86.0%. RXN SMILES: [CH3:1][O:2][C:3]1[CH:8]=[CH:7][CH:6]=[C:5]([CH3:9])[CH:4]=1.C(#N)C.C1C(=O)N([Br:20])C(=O)C1>>[Br:20][C:6]1[CH:7]=[CH:8][C:3]([O:2][CH3:1])=[CH:4][C:5]=1[CH3:9]. Procedure: To a solution of 122 g (1.0 mol) of 1-methoxy-3-methylbenzene in 1 L of acetonitrile 178 g (1.0 mol) of NBS was added in small portions by vigorous stirring for 1 h at 10° C. The reaction mixture was stirred at ambient temperature overnight and then evaporated to dryness. The residue was dissolved in 1 L of n-hexane and filtered through glass frit (G2). The precipitate was additionally washed by 2×150 ml of n-hexane. The combined filtrate was evaporated to dryness to give 173 g (86%) of 1-bromo-... Reactants: BrCC(=O)C1=C(C=C(C=C1C)OC1=NC=CC=N1)C (2-Bromo-1-(2,6-dimethyl-4-(pyrimidin-2-yloxy)phenyl)ethanone), NC(=S)N (thiourea). Solvent: CCO (EtOH). The product is CC1=C(C(=CC(=C1)OC1=NC=CC=N1)C)C=1N=C(SC1)N (4-(2,6-Dimethyl-4-(pyrimidin-2-yloxy)phenyl)thiazol-2-amine). Yield: 16.1%. As a reaction SMILES: Br[CH2:2][C:3]([C:5]1[C:10]([CH3:11])=[CH:9][C:8]([O:12][C:13]2[N:18]=[CH:17][CH:16]=[CH:15][N:14]=2)=[CH:7][C:6]=1[CH3:19])=O.[NH2:20][C:21]([NH2:23])=[S:22]>CCO>[CH3:19][C:6]1[CH:7]=[C:8]([O:12][C:13]2[N:18]=[CH:17][CH:16]=[CH:15][N:14]=2)[CH:9]=[C:10]([CH3:11])[C:5]=1[C:3]1[N:20]=[C:21]([NH2:23])[S:22][CH:2]=1. Procedure details: A mixture of 2-bromo-1-(2,6-dimethyl-4-(pyrimidin-2-yloxy)phenyl)ethanone (6-2, 1.54 g, 4.79 mmol) and thiourea (0.370 g, 4.86 mmol) in 95% EtOH (6.9 mL) was heated at reflux for 60 min. The solution was concentrated and added with water and saturated aqueous Na2CO3 (1.0 mL). The resultant precipitate was filtered and recrystallized in toluene. The solids were filtered and dried under vacuum to give 4-(2,6-dimethyl-4-(pyrimidin-2-yloxy)phenyl)thiazol-2-amine (6-3, 0.23 g) as brown solids in 9.1%... Starting materials: COC(C1=CC(=CC=C1)COC1=CC=C(C=C1)I)=O (3-(4-iodo-phenoxymethyl)-benzoic acid methyl ester), COC(C1=CC(=CC=C1)COC1=CC=C(C=C1)I)=O (3-(4-iodo-phenoxymethyl)-benzoic acid methyl ester), FC1=NC=CC=C1B(O)O (2-fluoropyridine-3-boronic acid). Yields the product FC1=NC=CC=C1C1=CC=C(OCC=2C=C(C(=O)O)C=CC2)C=C1 (3-[4-(2-Fluoro-pyridin-3-yl)-phenoxymethyl]-benzoic acid). RXN SMILES: C[O:2][C:3](=[O:19])[C:4]1[CH:9]=[CH:8][CH:7]=[C:6]([CH2:10][O:11][C:12]2[CH:17]=[CH:16][C:15](I)=[CH:14][CH:13]=2)[CH:5]=1.[F:20][C:21]1[C:26](B(O)O)=[CH:25][CH:24]=[CH:23][N:22]=1>>[F:20][C:21]1[C:26]([C:15]2[CH:16]=[CH:17][C:12]([O:11][CH2:10][C:6]3[CH:5]=[C:4]([CH:9]=[CH:8][CH:7]=3)[C:3]([OH:2])=[O:19])=[CH:13][CH:14]=2)=[CH:25][CH:24]=[CH:23][N:22]=1. Procedure details: 3-[4-(2-Fluoro-pyridin-3-yl)-phenoxymethyl]-benzoic acid was prepared using the procedure described above for the synthesis of Example 4 from 3-(4-iodo-phenoxymethyl)-benzoic acid methyl ester (of Intermediate 1) and 2-fluoropyridine-3-boronic acid (ASDI Incorporated, Newark, Del.). Mass spectrum MH+=324. The reactants are C(C)OC(=O)[C@H]1[C@H](CC(N1C)=O)C1=CC=CC=C1 ((±)-(4R*,5R*)-5-(Ethoxycarbonyl)-1-methyl-4-phenylpyrrolidin-2-one), Cl (hydrochloric acid), C(C)[BH-](CC)CC.[Li+] (Lithium triethylborohydride), C([O-])([O-])=O.[K+].[K+] (potassium carbonate). Run in O1CCCC1 (tetrahydrofuran). Conditions: temperature 0 celsius. Yields the product 345.12g, OC[C@H]1[C@H](CC(N1C)=O)C1=CC=CC=C1 ((±)-(4R*,5R*)-5-(hydroxymethyl)-1-methyl-4-phenylpyrrolidin-2-one). The yield is 83.0%. RXN SMILES: C([BH-](CC)CC)C.[Li+].C([O:11][C:12]([C@@H:14]1[N:18]([CH3:19])[C:17](=[O:20])[CH2:16][C@@H:15]1[C:21]1[CH:26]=[CH:25][CH:24]=[CH:23][CH:22]=1)=O)C.Cl.C(=O)([O-])[O-].[K+].[K+]>O1CCCC1>[OH:11][CH2:12][C@@H:14]1[N:18]([CH3:19])[C:17](=[O:20])[CH2:16][C@@H:15]1[C:21]1[CH:26]=[CH:25][CH:24]=[CH:23][CH:22]=1 |f:0.1,4.5.6|. Procedure: Lithium triethylborohydride solution (4.24 L, 1.0M/THF) was steadily added (over 45 minutes) to a cold (−20° C.), stirred solution containing (±)-(4R*,5R*)-5-(Ethoxycarbonyl)-1-methyl-4-phenylpyrrolidin-2-one (500 g, 2.02 mole) in tetrahydrofuran (4L). The internal temperature was kept below −15° C. during the addition; the reaction was then allowed to warm to 0° C. and stirred for 1 hour. The reaction mixture was then cooled back down to −5° C. and cold 4N hydrochloric acid solution (made from ... The reactants are CN(C)C=O, BrCC1CC1, CN(C)C1CCN(C(=O)c2ccc3[nH]c(C(=O)N4CCC(F)(F)CC4)cc3c2)C1, [H-], [Na+]. Yields the product CN(C)C1CCN(C(=O)c2ccc3c(c2)cc(C(=O)N2CCC(F)(F)CC2)n3CC2CC2)C1. RXN SMILES: [CH3:37][N:38]([CH3:39])[CH:40]=[O:41].[CH:32]1([CH2:35][Br:36])[CH2:33][CH2:34]1.[F:1][C:2]1([F:29])[CH2:3][CH2:4][N:5]([C:8](=[O:9])[c:10]2[nH:11][c:12]3[cH:13][cH:14][c:15]([C:19](=[O:20])[N:21]4[CH2:22][CH:23]([N:26]([CH3:27])[CH3:28])[CH2:24][CH2:25]4)[cH:16][c:17]3[cH:18]2)[CH2:6][CH2:7]1.[H-:30].[Na+:31]>>[F:1][C:2]1([F:29])[CH2:3][CH2:4][N:5]([C:8](=[O:9])[c:10]2[n:11]([CH2:35][CH:32]3[CH2:33][CH2:34]3)[c:12]3[cH:13][cH:14][c:15]([C:19](=[O:20])[N:21]4[CH2:22][CH:23]([N:26]([CH3:27])[CH3:28])[CH2:24][CH2:25]4)[cH:16][c:17]3[cH:18]2)[CH2:6][CH2:7]1. The reactants are CCOC(=O)CSc1cnc(N)s1, COCC(C)Oc1cc(Oc2cccc(OC)c2)cc(C(=O)O)c1. Product: CCOC(=O)CSc1cnc(NC(=O)c2cc(Oc3cccc(OC)c3)cc(OC(C)COC)c2)s1. RXN SMILES: [CH2:25]([CH3:26])[O:27][C:28]([CH2:29][S:30][c:31]1[cH:32][n:33][c:34]([NH2:36])[s:35]1)=[O:37].[CH3:1][O:2][CH2:3][CH:4]([O:5][c:6]1[cH:7][c:8]([C:9](=[O:10])[OH:11])[cH:12][c:13]([O:15][c:16]2[cH:17][c:18]([O:22][CH3:23])[cH:19][cH:20][cH:21]2)[cH:14]1)[CH3:24]>>[CH3:1][O:2][CH2:3][CH:4]([O:5][c:6]1[cH:7][c:8]([C:9](=[O:11])[NH:36][c:34]2[n:33][cH:32][c:31]([S:30][CH2:29][C:28]([O:27][CH2:25][CH3:26])=[O:37])[s:35]2)[cH:12][c:13]([O:15][c:16]2[cH:17][c:18]([O:22][CH3:23])[cH:19][cH:20][cH:21]2)[cH:14]1)[CH3:24].